describe an organic reaction: reactants, conditions, products, and yield From a dataset of the Open Reaction Database (ORD), a public repository of structured organic reaction records. Starting materials: CC(C)(C)OC(=O)N1CCN(c2ncnc3c2nc(Cl)n3Cc2ccccc2C#N)CC1, O=C([O-])O, CC(=O)[O-], CS(C)=O, [Na+], [Na+]. The product is CC(C)(C)OC(=O)N1CCN(c2ncnc3c2[nH]c(=O)n3Cc2ccccc2C#N)CC1. RXN SMILES: [C:11]([CH3:12])([CH3:13])([CH3:14])[O:15][C:16](=[O:17])[N:18]1[CH2:19][CH2:20][N:21]([c:24]2[c:25]3[n:26][c:27]([Cl:42])[n:28]([CH2:33][c:34]4[c:35]([C:40]#[N:41])[cH:36][cH:37][cH:38][cH:39]4)[c:29]3[n:30][cH:31][n:32]2)[CH2:22][CH2:23]1.[C:6](=[O:7])([OH:8])[O-:9].[CH3:2][C:3]([O-:4])=[O:5].[CH3:43][S:44]([CH3:45])=[O:46].[Na+:10].[Na+:1]>>[O:4]=[c:27]1[nH:26][c:25]2[c:24]([N:21]3[CH2:20][CH2:19][N:18]([C:16]([O:15][C:11]([CH3:12])([CH3:13])[CH3:14])=[O:17])[CH2:23][CH2:22]3)[n:32][cH:31][n:30][c:29]2[n:28]1[CH2:33][c:34]1[c:35]([C:40]#[N:41])[cH:36][cH:37][cH:38][cH:39]1. Starting materials: BrC=1C=C2C=CC(=CC2=CC1)OCCN1CCCC1 (1-{2-[(6-bromo-2-naphthyl)oxy]ethyl}pyrrolidine), CC1(OB(OC1(C)C)C=1C=NC=CC1)C (3-(4,4,5,5-tetramethyl-[1,3,2]dioxaborolan-2-yl)-pyridine). Reaction SMILES: Br[C:2]1[CH:3]=[C:4]2[C:9](=[CH:10][CH:11]=1)[CH:8]=[C:7]([O:12][CH2:13][CH2:14][N:15]1[CH2:19][CH2:18][CH2:17][CH2:16]1)[CH:6]=[CH:5]2.CC1(C)C(C)(C)OB([C:28]2[CH:29]=[N:30][CH:31]=[CH:32][CH:33]=2)O1>>[N:15]1([CH2:14][CH2:13][O:12][C:7]2[CH:8]=[C:9]3[C:4](=[CH:5][CH:6]=2)[CH:3]=[C:2]([C:28]2[CH:29]=[N:30][CH:31]=[CH:32][CH:33]=2)[CH:11]=[CH:10]3)[CH2:19][CH2:18][CH2:17][CH2:16]1. Procedure details: The product from Example 37B and 3-(4,4,5,5-tetramethyl-[1,3,2]dioxaborolan-2-yl)-pyridine were processed as described in Example 38, except that a second column chromatography was done to provide 10 mg of the title compound. 1HNMR (300 MHz, CD3OD) δ 1.86 (m, 4H), 2.74 (m, 4H), 3.02 (t, 2H), 4.29 (t, 2H), 7.23 (dd, 1H), 7.31 (d, 1H), 7.56 (ddd, 1H), 7.76 (dd, 1H), 7.86-7.93 (m, 2H), 8.10 (d, 1H), 8.20 (ddd, 1H), 8.52 (dd, 1H), 8.91 (dd, 1H); MS (ESI) m/z 319 (M+H)+. Yields the product N1(CCCC1)CCOC=1C=C2C=CC(=CC2=CC1)C=1C=NC=CC1 (3-{6-[2-(1-pyrrolidinyl)ethoxy]-2-naphthyl}pyridine). The reactants are C(C)OC(=O)C1CCC(CC1)CC(=O)O (2-(4-(ethoxycarbonyl)cyclohexyl)acetic acid), C1(O)=CC(O)=CC=C1 (resorcinol), C(=O)([O-])[O-].[Na+].[Na+] (Na2CO3). Solvent: B(F)(F)F.CCOCC (BF3 Et2O). Conditions: temperature 85 celsius, time 8 hour. The product is OC1=C(C=CC(=C1)O)C(CC1CCC(CC1)C(=O)OCC)=O (ethyl 4-(2-(2,4-dihydroxyphenyl)-2-oxoethyl)cyclohexanecarboxylate). Yield: 84.4%. Reaction SMILES: [CH2:1]([O:3][C:4]([CH:6]1[CH2:11][CH2:10][CH:9]([CH2:12][C:13]([OH:15])=O)[CH2:8][CH2:7]1)=[O:5])[CH3:2].[C:16]1([CH:23]=[CH:22][CH:21]=[C:19]([OH:20])[CH:18]=1)[OH:17].C([O-])([O-])=O.[Na+].[Na+]>B(F)(F)F.CCOCC>[OH:17][C:16]1[CH:18]=[C:19]([OH:20])[CH:21]=[CH:22][C:23]=1[C:13](=[O:15])[CH2:12][CH:9]1[CH2:8][CH2:7][CH:6]([C:4]([O:3][CH2:1][CH3:2])=[O:5])[CH2:11][CH2:10]1 |f:2.3.4,5.6|. Procedure details: To a solution of 2-(4-(ethoxycarbonyl)cyclohexyl)acetic acid (700 mg, 11.6 mmol) in BF3-Et2O (10 ml) was added resorcinol (1.5 g, 14.0 mmol). The solution was stirred at 85° C. overnight, poured into Na2CO3 solution (2N, 20 ml), extracted with EtOAc (30 ml×3), washed with brine, dried over Na2SO4, filtrated and concentrated to afford 3 g of yellow oil, which was purified by silica gel column (PE/EtOAc=3/1) to afford 400 mg of Intermediate C. MS (ESI): m/z 307.1 [M+1]+. Reactants: C(C)(C)(C)OC(N[C@@H](C)C(NC1=CC=C(C2=C1NCCCC2)F)=O)=O ([(S)-1-(6-fluoro-2,3,4,5-tetrahydro-1H-benzo[b]azepin-9-ylcarbamoyl)ethyl]carbamic acid tert-butyl ester). Solvent: CC(=O)O (AcOH). Yields the product C(C)(C)(C)OC(N[C@@H](C)C1=NC=C2C=3N1CCC3CCC(=C2)F)=O ([(S)-1-(5-Fluoro-6,7,8,9-tetrahydro-2,9a-diazabenzo[cd]azulen-1-yl)ethyl]carbamic acid tert-butyl ester). Isolated yield 98.7%. RXN SMILES: [C:1]([O:5][C:6](=[O:25])[NH:7][C@H:8]([C:10](=O)[NH:11][C:12]1[C:17]2[NH:18][CH2:19][CH2:20][CH2:21][CH2:22][C:16]=2[C:15]([F:23])=[CH:14][CH:13]=1)[CH3:9])([CH3:4])([CH3:3])[CH3:2]>CC(O)=O>[C:1]([O:5][C:6](=[O:25])[NH:7][C@H:8]([C:10]1[N:18]2[CH2:19][CH2:20][C:21]3[CH2:22][CH2:16][C:15]([F:23])=[CH:14][C:13]([C:17]=32)=[CH:12][N:11]=1)[CH3:9])([CH3:2])([CH3:3])[CH3:4]. Procedure details: A solution of [(S)-1-(6-fluoro-2,3,4,5-tetrahydro-1H-benzo[b]azepin-9-ylcarbamoyl)ethyl]carbamic acid tert-butyl ester (270 mg, 0.768 mmol) in AcOH (4 mL) was stirred at 80° C. for 1 h, then concentrated in vacuo. The residue was purified by column chromatography (Si—PCC, gradient 30-60% EtOAc in cyclohexane) affording the title compound as a pale pink gum (252.6 mg, 99%). LCMS (Method B): RT 2.63 min [M+H]+ 334 Starting materials: FC1=CC=C(C=C1)C1=CC=NC2=CC(=CC=C12)C (4-(4-fluorophenyl)-7-methylquinoline), P(=O)(Cl)(Cl)Cl (phosphorus oxychloride), C(=O)(O)[O-].[Na+] (NaHCO3). Yields the product ClC1=NC2=CC(=CC=C2C(=C1)C1=CC=C(C=C1)F)C (2-chloro-4-(4-fluorophenyl)-7-methylquinoline). RXN SMILES: [F:1][C:2]1[CH:7]=[CH:6][C:5]([C:8]2[C:17]3[C:12](=[CH:13][C:14]([CH3:18])=[CH:15][CH:16]=3)[N:11]=[CH:10][CH:9]=2)=[CH:4][CH:3]=1.P(Cl)(Cl)([Cl:21])=O.C([O-])(O)=O.[Na+]>>[Cl:21][C:10]1[CH:9]=[C:8]([C:5]2[CH:6]=[CH:7][C:2]([F:1])=[CH:3][CH:4]=2)[C:17]2[C:12](=[CH:13][C:14]([CH3:18])=[CH:15][CH:16]=2)[N:11]=1 |f:2.3|. Procedure: A solution of 4-(4-fluorophenyl)-7-methylquinoline (3.09 g, 12.2 mmol) in phosphorus oxychloride (8 mL, 85.8 mmol) was stirred 30 min. at 90° C. The mixture was poured slowly into an aqueous saturated solution of NaHCO3 and extracted with EtOAc. The combined organic layers were washed with brine, dried over Na2SO4, filtered and concentrated under reduce pressure. Purification on silica gel (eluting with acetone/dichloromethane/hexanes, 1:70:29) gave the title compound. MS (+ESI): 271 (M+H)+. Starting materials: [BH4-], C1COCCO1, Cc1ccc(C)n1-c1ccc(C(=O)CCl)cn1, [Na+], C1CCOC1, O. Product: Cc1ccc(C)n1-c1ccc(C2CO2)cn1. RXN SMILES: [BH4-:2].[CH2:21]1[O:22][CH2:23][CH2:24][O:25][CH2:26]1.[Cl:4][CH2:5][C:6](=[O:7])[c:8]1[cH:9][n:10][c:11](-[n:14]2[c:15]([CH3:20])[cH:16][cH:17][c:18]2[CH3:19])[cH:12][cH:13]1.[Na+:3].[O:27]1[CH2:28][CH2:29][CH2:30][CH2:31]1.[OH2:1]>>[CH2:5]1[CH:6]([c:8]2[cH:9][n:10][c:11](-[n:14]3[c:15]([CH3:20])[cH:16][cH:17][c:18]3[CH3:19])[cH:12][cH:13]2)[O:7]1. The reactants are O1C(CCCC1)ON1C([C@@H]([C@@H]1C)CC#C)=O ((3R,4S)-1-(2-tetrahydropyranyloxy)-3-(2-propyne-1-yl)-4-methylazetidin-2-one), C(CCC)[SnH](CCCC)CCCC (tributyltin hydride). Reagents/catalysts: CC(C)(C#N)N=NC(C)(C)C#N (AIBN). Solvent: C1(=CC=CC=C1)C (toluene). Yields the product O1C(CCCC1)ON1C([C@@H]([C@@H]1C)C\C=C\[Sn](CCCC)(CCCC)CCCC)=O ((3R,4S)-1-(2-tetrahydropyranyloxy)-3-((2E)-3-tributylstannyl-2-propene-1-yl)-4-methylazetidin-2-one). The yield is 86.7%. Reaction SMILES: [O:1]1[CH2:6][CH2:5][CH2:4][CH2:3][CH:2]1[O:7][N:8]1[C@@H:11]([CH3:12])[C@@H:10]([CH2:13][C:14]#[CH:15])[C:9]1=[O:16].[CH2:17]([SnH:21]([CH2:26][CH2:27][CH2:28][CH3:29])[CH2:22][CH2:23][CH2:24][CH3:25])[CH2:18][CH2:19][CH3:20]>C1(C)C=CC=CC=1.CC(N=NC(C#N)(C)C)(C#N)C>[O:1]1[CH2:6][CH2:5][CH2:4][CH2:3][CH:2]1[O:7][N:8]1[C@@H:11]([CH3:12])[C@@H:10]([CH2:13]/[CH:14]=[CH:15]/[Sn:21]([CH2:22][CH2:23][CH2:24][CH3:25])([CH2:26][CH2:27][CH2:28][CH3:29])[CH2:17][CH2:18][CH2:19][CH3:20])[C:9]1=[O:16]. Reported procedure: To a solution of (3R,4S)-1-(2-tetrahydropyranyloxy)-3-(2-propyne-1-yl)-4-methylazetidin-2-one (1.32 g, 5.83 mmol) in 20 mL of toluene is added tributyltin hydride (1.70 g, 5.83 mmol) and AIBN (30 mg). The resulting solution is heated at reflux for 4 h then concentrated in vacuo. The reaction mixture is purified by silica gel chromatography (elution with 8:1 hexanes-ethyl acetate) to provide (3R,4S)-1-(2-tetrahydropyranyloxy)-3-((2E)-3-tributylstannyl-2-propene-1-yl)-4-methylazetidin-2-one as an ...